This data is from the Open Reaction Database (ORD), a public repository of structured organic reaction records. The task is: describe an organic reaction: reactants, conditions, products, and yield Starting materials: Cl.NC1(CC=CC1)C1=CC=CC=C1 (4-Amino-4-phenylcyclopentene, hydrochloride), C(=O)(O)[O-].[Na+] (NaHCO3), CN1CCOCC1 (N-methylmorpholine), N1=CC(=CC=C1)NC(OC1=CC=CC=C1)=NC#N (N-(3- pyridyl)-N'-cyano-O-phenylisourea). The solvent is CCOC(=O)C (EtOAc), C(CC)O (propanol). The product is C(#N)N=C(NC=1C=NC=CC1)NC1(CC=CC1)C1=CC=CC=C1 (N"-Cyano-N'-(1-phenylcyclopent-3-enyl)-N-(3-pyridyl)guanidine). As a reaction SMILES: Cl.[NH2:2][C:3]1([C:8]2[CH:13]=[CH:12][CH:11]=[CH:10][CH:9]=2)[CH2:7][CH:6]=[CH:5][CH2:4]1.C([O-])(O)=O.[Na+].CN1CCOCC1.[N:26]1[CH:31]=[CH:30][CH:29]=[C:28]([NH:32][C:33](=[N:41][C:42]#[N:43])OC2C=CC=CC=2)[CH:27]=1>C(O)CC.CCOC(C)=O>[C:42]([N:41]=[C:33]([NH:2][C:3]1([C:8]2[CH:13]=[CH:12][CH:11]=[CH:10][CH:9]=2)[CH2:4][CH:5]=[CH:6][CH2:7]1)[NH:32][C:28]1[CH:27]=[N:26][CH:31]=[CH:30][CH:29]=1)#[N:43] |f:0.1,2.3|. Procedure: A stirred mixture of the product from Step 4 (0.537 g, 2.74 mmol) and EtOAc was mixed with enough aqueous NaHCO3 to give a solution and the aqueous layer was extracted with EtOAc; the EtOAc extract was dried (MgSO4) and concentrated. A solution of the residue in -propanol (25 ml) was treated with N-methylmorpholine (0.75 ml, 6.86 mmol) and N-(3- pyridyl)-N'-cyano-O-phenylisourea (see, Example 5 for procedure) (0.98 g, 4.12 mmol) and refluxed under N2 for 16.75 hours. The cooled reaction mixture ...